Dataset: the Open Reaction Database (ORD), a public repository of structured organic reaction records. Task: describe an organic reaction: reactants, conditions, products, and yield Reactants: FC=1C=C2C(C(NC2=CC1)=O)=[N+]=[N-] (5- fluoro-3-diazooxindole), B9, C(C#C)O (propargyl alcohol). Solvent: CCOCC (ether), C(C)O (ethanol). Run at time 15 minute. The product is FC1=CC=2C=3N(C(NC2C=C1)=O)N=C(C3)CO (9-Fluoro-2-(hydroxymethyl)pyrazolo[1,5-c]quinazolin-5(6H)-one). As a reaction SMILES: [F:1][C:2]1[CH:3]=[C:4]2[C:8](=[CH:9][CH:10]=1)[NH:7][C:6](=[O:11])[C:5]2=[N+:12]=[N-:13].[CH2:14]([OH:17])[C:15]#[CH:16]>CCOCC.C(O)C>[F:1][C:2]1[CH:10]=[CH:9][C:8]2[NH:7][C:6](=[O:11])[N:12]3[N:13]=[C:15]([CH2:14][OH:17])[CH:16]=[C:5]3[C:4]=2[CH:3]=1. Procedure: 2.0 g (0.0113 mole) of 5- fluoro-3-diazooxindole (part B9 and 13.1 g (0.226 mole of 20 equivalents) of 97% propargyl alcohol are refluxed under argon for 4 hours. The reaction mixture is cooled, diluted with ether (200 ml) and stirred for 15 minutes. The beige-colored precipitates are filtered off and dried in vacuo overnight. Yield: 2.3 g, mp 295°-297°, 87.5% crude yield. The crude produce is taken up in absolute ethanol (500 ml), treated with activated carbon, filtered through a Celite pad, th... The reactants are CC1=C(C=CC(=C1)C=1OC(=CN1)C)C1=CC=C(C=C1)C(=O)O (2'-methyl-4'-(5-methyloxazol-2-yl)biphenyl-4-carboxylic acid), CN1CCC2(CC1)COC1=CC=3CCNC3C=C12 (1'-methyl-2,3,6,7-tetrahydrospiro[furo[2,3-f]indole-3,4'-piperidine]), oxalate salt. Product: CN1CCC2(CC1)COC1=CC=3CCN(C3C=C12)C(=O)C1=CC=C(C=C1)C1=C(C=C(C=C1)C=1OC(=CN1)C)C (1'-Methyl-5-(2'-methyl-4'-(5-methyloxazol-2-yl)biphenyl-4-carbonyl)-2,3,6,7-tetrahydrospiro[furo[2,3-f]indole-3,4'-piperidine]). Reaction SMILES: [CH3:1][C:2]1[CH:7]=[C:6]([C:8]2[O:9][C:10]([CH3:13])=[CH:11][N:12]=2)[CH:5]=[CH:4][C:3]=1[C:14]1[CH:19]=[CH:18][C:17]([C:20]([OH:22])=O)=[CH:16][CH:15]=1.[CH3:23][N:24]1[CH2:29][CH2:28][C:27]2([C:40]3[C:32](=[CH:33][C:34]4[CH2:35][CH2:36][NH:37][C:38]=4[CH:39]=3)[O:31][CH2:30]2)[CH2:26][CH2:25]1>>[CH3:23][N:24]1[CH2:25][CH2:26][C:27]2([C:40]3[C:32](=[CH:33][C:34]4[CH2:35][CH2:36][N:37]([C:20]([C:17]5[CH:18]=[CH:19][C:14]([C:3]6[CH:4]=[CH:5][C:6]([C:8]7[O:9][C:10]([CH3:13])=[CH:11][N:12]=7)=[CH:7][C:2]=6[CH3:1])=[CH:15][CH:16]=5)=[O:22])[C:38]=4[CH:39]=3)[O:31][CH2:30]2)[CH2:28][CH2:29]1. Procedure: The title compound was prepared from 2'-methyl-4'-(5-methyloxazol-2-yl)biphenyl-4-carboxylic acid (D76) and 2,3,6,7-tetrahydrospiro[furo[2,3-f]indole-3,4'-piperidine] (D8) following the procedure of Example 1 (58%). This was converted to its oxalate salt and crystallised from acetone/methanol as a white solid m.p. 230-233° C. The reactants are FC=1C=C(C=CC1C=1C=NC(=CC1)C1=NO[C@@H](C1)CO)N1C(O[C@H](C1)CN1N=NC=C1)=O ((5R)-3-(3-Fluoro-4-{6-[(5S)-5-(hydroxymethyl)-4,5-dihydroisoxazol-3-yl]pyridin-3-yl}phenyl)-5-(1H-1,2,3-triazol-1-ylmethyl)-1,3-oxazolidin-2-one), COCCC(=O)O (3-methoxypropionic acid), Cl.CN(CCCN=C=NCC)C (1-[3-(dimethylamino)propyl]-3-ethylcarbodiimide hydrochloride). The reagents and catalysts are CN(C1=CC=NC=C1)C (4-dimethylaminopyridine). Run in CN(C)C=O (DMF), C(C)(=O)OCC (ethyl acetate). Run at time 1 hour. Product: COCCC(=O)OC[C@@H]1CC(=NO1)C1=NC=C(C=C1)C1=C(C=C(C=C1)N1C(O[C@H](C1)CN1N=NC=C1)=O)F ([(5S)-3-(5-{2-Fluoro-4-[(5R)-2-oxo-5-(1H-1,2,3-triazol-1-ylmethyl)-1,3-oxazolidin-3-yl]phenyl}pyridin-2-yl)-4,5-dihydroisoxazol-5-yl]methyl 3-methoxypropanoate). Isolated yield 85.3%. RXN SMILES: [F:1][C:2]1[CH:3]=[C:4]([N:21]2[CH2:25][C@H:24]([CH2:26][N:27]3[CH:31]=[CH:30][N:29]=[N:28]3)[O:23][C:22]2=[O:32])[CH:5]=[CH:6][C:7]=1[C:8]1[CH:9]=[N:10][C:11]([C:14]2[CH2:18][C@@H:17]([CH2:19][OH:20])[O:16][N:15]=2)=[CH:12][CH:13]=1.[CH3:33][O:34][CH2:35][CH2:36][C:37](O)=[O:38].Cl.CN(C)CCCN=C=NCC>CN(C)C1C=CN=CC=1.CN(C=O)C.C(OCC)(=O)C>[CH3:33][O:34][CH2:35][CH2:36][C:37]([O:20][CH2:19][C@H:17]1[O:16][N:15]=[C:14]([C:11]2[CH:12]=[CH:13][C:8]([C:7]3[CH:6]=[CH:5][C:4]([N:21]4[CH2:25][C@H:24]([CH2:26][N:27]5[CH:31]=[CH:30][N:29]=[N:28]5)[O:23][C:22]4=[O:32])=[CH:3][C:2]=3[F:1])=[CH:9][N:10]=2)[CH2:18]1)=[O:38] |f:2.3|. Procedure details: (5R)-3-(3-Fluoro-4-{6-[(5S)-5-(hydroxymethyl)-4,5-dihydroisoxazol-3-yl]pyridin-3-yl}phenyl)-5-(1H-1,2,3-triazol-1-ylmethyl)-1,3-oxazolidin-2-one (Example 1, 0.25 g, 0.57 mmol), 3-methoxypropionic acid (0.15 ml, 1.6 mmol), 4-dimethylaminopyridine (0.02 g, 0.16 mmol), and 1-[3-(dimethylamino)propyl]-3-ethylcarbodiimide hydrochloride (0.25 g, 1.30 mmol) were combined in DMF (4 ml). The suspension was allowed to stir for one hour at room temperature resulting in a clear solution. The mixture was the... Reactants: CC(=O)OC(C)=O, CN(C)c1ccncc1, CCOCC, COC1C(OC(=O)NC2CCCCC2)CCC2(CO2)C1C1(C)OC1CCO, ClCCl, c1ccncc1. Yields the product COC1C(OC(=O)NC2CCCCC2)CCC2(CO2)C1C1(C)OC1CCOC(C)=O. Reaction SMILES: [CH3:28][C:29](=[O:30])[O:31][C:32](=[O:33])[CH3:34].[CH3:41][N:42]([CH3:43])[c:44]1[cH:45][cH:46][n:47][cH:48][cH:49]1.[CH3:53][CH2:54][O:55][CH2:56][CH3:57].[CH:1]1([NH:7][C:8](=[O:9])[O:10][CH:11]2[CH:12]([O:26][CH3:27])[CH:13]([C:19]3([CH3:25])[O:20][CH:21]3[CH2:22][CH2:23][OH:24])[C:14]3([CH2:15][O:16]3)[CH2:17][CH2:18]2)[CH2:2][CH2:3][CH2:4][CH2:5][CH2:6]1.[Cl:50][CH2:51][Cl:52].[cH:35]1[cH:36][cH:37][n:38][cH:39][cH:40]1>>[CH:1]1([NH:7][C:8](=[O:9])[O:10][CH:11]2[CH:12]([O:26][CH3:27])[CH:13]([C:19]3([CH3:25])[O:20][CH:21]3[CH2:22][CH2:23][O:24][C:29]([CH3:28])=[O:30])[C:14]3([CH2:15][O:16]3)[CH2:17][CH2:18]2)[CH2:2][CH2:3][CH2:4][CH2:5][CH2:6]1. Reactants: CCOC(=O)COc1ccc(S(=O)(=O)Cl)cc1C, CN1CCN(C)C1=O, C[Si](C)(Cl)Cl, CC(Cl)Cl, O. The product is CCOC(=O)COc1ccc(S)cc1C. Reaction SMILES: [CH2:6]([CH3:7])[O:8][C:9]([CH2:10][O:11][c:12]1[c:13]([CH3:22])[cH:14][c:15]([S:18]([Cl:19])(=[O:20])=[O:21])[cH:16][cH:17]1)=[O:23].[CH3:24][N:25]1[CH2:26][CH2:27][N:28]([CH3:29])[C:30]1=[O:31].[Cl:1][Si:2]([Cl:3])([CH3:4])[CH3:5].[Cl:33][CH:34]([Cl:35])[CH3:36].[OH2:32]>>[CH2:6]([CH3:7])[O:8][C:9]([CH2:10][O:11][c:12]1[c:13]([CH3:22])[cH:14][c:15]([SH:18])[cH:16][cH:17]1)=[O:23]. Starting materials: ClC1=C(C(=CC=C1)CC)C(O)C=1N=CN(C1)C(C1=CC=CC=C1)(C1=CC=CC=C1)C1=CC=CC=C1 (rac-(2-chloro-6-ethyl-phenyl)-(1-trityl-1H-imidazol-4-yl)-methanol), C(C)[SiH](CC)CC (triethylsilane), FC(C(=O)O)(F)F (trifluoroacetic acid). The solvent is ClCCl (dichloromethane). Run at time 16 hour. The product is ClC1=C(CC=2N=CNC2)C(=CC=C1)CC (4-(2-Chloro-6-ethyl-benzyl)-1H-imidazole). RXN SMILES: [Cl:1][C:2]1[CH:7]=[CH:6][CH:5]=[C:4]([CH2:8][CH3:9])[C:3]=1[CH:10]([C:12]1[N:13]=[CH:14][N:15](C(C2C=CC=CC=2)(C2C=CC=CC=2)C2C=CC=CC=2)[CH:16]=1)O.C([SiH](CC)CC)C.FC(F)(F)C(O)=O>ClCCl>[Cl:1][C:2]1[CH:7]=[CH:6][CH:5]=[C:4]([CH2:8][CH3:9])[C:3]=1[CH2:10][C:12]1[N:13]=[CH:14][NH:15][CH:16]=1. Procedure details: Prepared in analogy to Example 57(e) from rac-(2-chloro-6-ethyl-phenyl)-(1-trityl-1H-imidazol-4-yl)-methanol, triethylsilane and trifluoroacetic acid in dichloromethane, except that the reaction was carried out in a pressure tube at 70° C. for 16 h. White crystalline solid. MS (ISP): 223.3 ([{37Cl}M+H]+), 221.2 ([{35Cl}M+H]+). The reactants are ClC=1C=C(C=CC1Cl)C1(CN(CC1)C(C1=CC(=C(C(=C1)OC)O)OC)=O)CCN1CCC(CC1)(C(=O)N)C1=CC=CC=C1 (1-[2-[3-(3,4-dichloro-phenyl)-1-(3,5-dimethoxy-4-hydroxy-benzoyl)-pyrrolidin-3-yl]-ethyl]-4-phenyl-piperidine-4-carboxylic acid amide), [H-].[Na+] (sodium hydride), Cl.C(C)N(CC)CCCl (diethylaminoethylchloride hydrochloride). Run in O1CCCC1 (tetrahydrofuran). Conditions: time 24 hour. Product: ClC=1C=C(C=CC1Cl)C1(CN(CC1)C(C1=CC(=C(C(=C1)OC)CCN(CC)CC)OC)=O)CCN1CCC(CC1)(C(=O)N)C1=CC=CC=C1 (1-[2-[3-(3,4-dichloro-phenyl)-1-(3,5-dimethoxy-4-(2-diethylamino-ethyl)-benzoyl)-pyrrolidin-3-yl]-ethyl]-4-phenyl-piperidine-4-carboxylic acid amide). Reaction SMILES: [Cl:1][C:2]1[CH:3]=[C:4]([C:9]2([CH2:27][CH2:28][N:29]3[CH2:34][CH2:33][C:32]([C:38]4[CH:43]=[CH:42][CH:41]=[CH:40][CH:39]=4)([C:35]([NH2:37])=[O:36])[CH2:31][CH2:30]3)[CH2:13][CH2:12][N:11]([C:14](=[O:26])[C:15]3[CH:20]=[C:19]([O:21][CH3:22])[C:18](O)=[C:17]([O:24][CH3:25])[CH:16]=3)[CH2:10]2)[CH:5]=[CH:6][C:7]=1[Cl:8].[H-].[Na+].Cl.[CH2:47]([N:49]([CH2:52][CH2:53]Cl)[CH2:50][CH3:51])[CH3:48]>O1CCCC1>[Cl:1][C:2]1[CH:3]=[C:4]([C:9]2([CH2:27][CH2:28][N:29]3[CH2:34][CH2:33][C:32]([C:38]4[CH:43]=[CH:42][CH:41]=[CH:40][CH:39]=4)([C:35]([NH2:37])=[O:36])[CH2:31][CH2:30]3)[CH2:13][CH2:12][N:11]([C:14](=[O:26])[C:15]3[CH:20]=[C:19]([O:21][CH3:22])[C:18]([CH2:48][CH2:47][N:49]([CH2:52][CH3:53])[CH2:50][CH3:51])=[C:17]([O:24][CH3:25])[CH:16]=3)[CH2:10]2)[CH:5]=[CH:6][C:7]=1[Cl:8] |f:1.2,3.4|. Reported procedure: Combine 1-[2-[3-(3,4-dichloro-phenyl)-1-(3,5-dimethoxy-4-hydroxy-benzoyl)-pyrrolidin-3-yl]-ethyl]-4-phenyl-piperidine-4-carboxylic acid amide (1 mmol) and sodium hydride (2 mmol) in tetrahydrofuran (10 mL). Add diethylaminoethylchloride hydrochloride (1 mmol). After 24 hours, partition the the reaction mixture between water and ethyl acetate. Separate the organic layer, dry over MgSO4, filter, and evaporate in vacuo to give the title compound.